From a dataset of the Open Reaction Database (ORD), a public repository of structured organic reaction records. describe an organic reaction: reactants, conditions, products, and yield Reactants: CO, CCOC(=O)C(=NOCC(=O)N1CCCCCC1)c1csc(N)n1, [Na+], [OH-], O. Yields the product Nc1nc(C(=NOCC(=O)N2CCCCCC2)C(=O)O)cs1. Reaction SMILES: [CH3:28][OH:29].[NH2:1][c:2]1[s:3][cH:4][c:5]([C:7]([C:8](=[O:9])[O:10][CH2:11][CH3:12])=[N:13][O:14][CH2:15][C:16](=[O:17])[N:18]2[CH2:19][CH2:20][CH2:21][CH2:22][CH2:23][CH2:24]2)[n:6]1.[Na+:27].[OH-:26].[OH2:25]>>[NH2:1][c:2]1[s:3][cH:4][c:5]([C:7]([C:8](=[O:9])[OH:10])=[N:13][O:14][CH2:15][C:16](=[O:17])[N:18]2[CH2:19][CH2:20][CH2:21][CH2:22][CH2:23][CH2:24]2)[n:6]1. Reactants: O=C([O-])[O-], CC(C)=O, ClCc1csc(-c2ccccc2)n1, Cl, [Cs+], [Cs+], [I-], [K+], N#CCc1cccc(O)c1. The product is N#CCc1cccc(OCc2csc(-c3ccccc3)n2)c1. Reaction SMILES: [C:25](=[O:26])([O-:27])[O-:28].[CH3:33][C:34](=[O:35])[CH3:36].[Cl:12][CH2:13][c:14]1[n:15][c:16](-[c:19]2[cH:20][cH:21][cH:22][cH:23][cH:24]2)[s:17][cH:18]1.[ClH:11].[Cs+:29].[Cs+:30].[I-:32].[K+:31].[OH:1][c:2]1[cH:3][c:4]([CH2:8][C:9]#[N:10])[cH:5][cH:6][cH:7]1>>[O:1]([c:2]1[cH:3][c:4]([CH2:8][C:9]#[N:10])[cH:5][cH:6][cH:7]1)[CH2:13][c:14]1[n:15][c:16](-[c:19]2[cH:20][cH:21][cH:22][cH:23][cH:24]2)[s:17][cH:18]1.